This data is from the Open Reaction Database (ORD), a public repository of structured organic reaction records. The task is: describe an organic reaction: reactants, conditions, products, and yield Starting materials: BrCC (Bromoethane), C(C)(=O)O[C@@H]1[C@]2(C)[C@@H](C[C@@H]1N1CCCCC1)[C@@H]1CC[C@H]3CC[C@H](C[C@]3(C)[C@H]1CC2)N2CCCCC2 (2β,16β-di-(1-piperidinyl)-5α-androstan-17β-ol acetate). Solvent: C(C)OCC (diethyl ether), ClCCl (dichloromethane), ClCCl (dichloromethane), C(C)OCC (diethyl ether). Run at time 7.5 hour. Yields the product [Br-].C(C)(=O)O[C@@H]1[C@]2(C)[C@@H](C[C@@H]1[N+]1(CCCCC1)C)[C@@H]1CC[C@H]3CC[C@H](C[C@]3(C)[C@H]1CC2)N2CCCCC2 (1-[17β-acetyloxy-2β-(1-piperidinyl)-5α-androstan-16β-yl]-1-methyl-piperidinium bromide). Yield: 25.1%. RXN SMILES: [Br:1][CH2:2]C.[C:4]([O:7][C@H:8]1[C@@H:13]([N:14]2[CH2:19][CH2:18][CH2:17][CH2:16][CH2:15]2)[CH2:12][C@H:11]2[C@H:20]3[C@H:30]([CH2:31][CH2:32][C@:9]12[CH3:10])[C@:28]1([CH3:29])[C@H:23]([CH2:24][CH2:25][C@@H:26]([N:33]2[CH2:38][CH2:37][CH2:36][CH2:35][CH2:34]2)[CH2:27]1)[CH2:22][CH2:21]3)(=[O:6])[CH3:5]>ClCCl.C(OCC)C>[Br-:1].[C:4]([O:7][C@H:8]1[C@@H:13]([N+:14]2([CH3:2])[CH2:15][CH2:16][CH2:17][CH2:18][CH2:19]2)[CH2:12][C@H:11]2[C@H:20]3[C@H:30]([CH2:31][CH2:32][C@:9]12[CH3:10])[C@:28]1([CH3:29])[C@H:23]([CH2:24][CH2:25][C@@H:26]([N:33]2[CH2:38][CH2:37][CH2:36][CH2:35][CH2:34]2)[CH2:27]1)[CH2:22][CH2:21]3)(=[O:6])[CH3:5] |f:4.5|. Reported procedure: Bromoethane (1.5 g) was added to a solution of 2β,16β-di-(1-piperidinyl)-5α-androstan-17β-ol acetate (1.0 g) in a mixture of dry dichloromethane (10 ml) and dry diethyl ether (10 ml). The solution was sealed in a pressure bottle and set aside at room temperature for 7.5 h. The solvent was then removed under reduced pressure, without heating, to afford a white solid, which was dissolved in the minimum of dry dichloromethane (8.0 ml) and dry diethyl ether (30 ml) was added to precipitate the crude...